Dataset: the Open Reaction Database (ORD), a public repository of structured organic reaction records. Task: describe an organic reaction: reactants, conditions, products, and yield Reactants: Cl.COC1=CC=C(C=C1)S(=O)(=O)N([C@@H](C(=O)O)C(C)C)CC=1C=NC=CC1 (2(R)-[[4-methoxybenzenesulfonyl](3-picolyl)amino]-3-methylbutanoic acid hydrochloride), ON1N=NC2=C1C=CC=C2 (1-hydroxybenzotriazole), CN1CCOCC1 (4-methyl-morpholine), COC1=CC=C(CON)C=C1 (O-(4-methoxybenzyl)hydroxylamine), Cl.CN(C)CCCN=C=NCC (N-[dimethylaminopropyl]-N'-ethylcarbodiimide hydrochloride). The solvent is C(Cl)Cl (methylene chloride), O (water). Run at time 8 hour. Yields the product COC1=CC=C(C=C1)S(=O)(=O)N(CC=1C=NC=CC1)C(C(=O)N)C(C)C ([[4-methoxybenzenesulfonyl]-(3-picolyl)amino]-3-methylbutanamide). As a reaction SMILES: Cl.[CH3:2][O:3][C:4]1[CH:9]=[CH:8][C:7]([S:10]([N:13]([CH2:21][C:22]2[CH:23]=[N:24][CH:25]=[CH:26][CH:27]=2)[C@H:14]([CH:18]([CH3:20])[CH3:19])[C:15]([OH:17])=O)(=[O:12])=[O:11])=[CH:6][CH:5]=1.O[N:29]1C2C=CC=CC=2N=N1.CN1CCOCC1.COC1C=CC(CON)=CC=1.Cl.CN(CCCN=C=NCC)C>C(Cl)Cl.O>[CH3:2][O:3][C:4]1[CH:9]=[CH:8][C:7]([S:10]([N:13]([CH:14]([CH:18]([CH3:19])[CH3:20])[C:15]([NH2:29])=[O:17])[CH2:21][C:22]2[CH:23]=[N:24][CH:25]=[CH:26][CH:27]=2)(=[O:12])=[O:11])=[CH:6][CH:5]=1 |f:0.1,5.6|. Reported procedure: 2(R)-[[4-methoxybenzenesulfonyl](3-picolyl)amino]-3-methylbutanoic acid hydrochloride (2.41 g, 5.82 mmol), 1-hydroxybenzotriazole (0.786 g, 5.82 mmol), 4-methyl-morpholine (1.9 mL, 17.46 mmol), and O-(4-methoxybenzyl)hydroxylamine (1.78 g, 11.63 mmol) (prepared according to Pol. J. Chem. 55, 1163°-1167 (1981 )) are dissolved in methylene chloride (55 mL). N-[dimethylaminopropyl]-N'-ethylcarbodiimide hydrochloride (1.45 g, 7.57 mmol) is added, and the reaction is stirred overnight. The reaction i... Reactants: COC([C@@H](N)CCCCNC(=O)OCC1=CC=C(C=C1)Cl)=O (Nε-p-chlorobenzyloxycarbonyl-L-lysine methyl ester), CN=C=S (methyl isothiocyanate). The product is ClC1=CC=C(COC(=O)NCCCCC2C(N(C(N2)=S)C)=O)C=C1 (5-(4-[p-Chlorobenzyloxycarbonylamino]butyl)-3-methyl-2-thiohydantoin). As a reaction SMILES: CO[C:3](=[O:22])[C@H:4]([CH2:6][CH2:7][CH2:8][CH2:9][NH:10][C:11]([O:13][CH2:14][C:15]1[CH:20]=[CH:19][C:18]([Cl:21])=[CH:17][CH:16]=1)=[O:12])[NH2:5].[CH3:23][N:24]=[C:25]=[S:26]>>[Cl:21][C:18]1[CH:17]=[CH:16][C:15]([CH2:14][O:13][C:11]([NH:10][CH2:9][CH2:8][CH2:7][CH2:6][CH:4]2[NH:5][C:25](=[S:26])[N:24]([CH3:23])[C:3]2=[O:22])=[O:12])=[CH:20][CH:19]=1. Procedure: Using an analogous procedure to Example 1 Nε-p-chlorobenzyloxycarbonyl-L-lysine methyl ester may be reacted with methyl isothiocyanate to give the title compound. The reactants are COC1C(O)C(CO)OC1n1cnc2c(N)ncnc21, CC(=O)O, [Na+], O=[N+]([O-])[O-]. Product: COC1C(O)C(CO)OC1n1cnc2c(O)ncnc21. As a reaction SMILES: [CH3:1][O:2][CH:3]1[CH:4]([n:11]2[cH:12][n:13][c:14]3[c:15]([NH2:16])[n:17][cH:18][n:19][c:20]23)[O:5][CH:6]([CH2:9][OH:10])[CH:7]1[OH:8].[CH3:26][C:27](=[O:28])[OH:29].[Na+:21].[O-:22][N+:23](=[O:24])[O-:25]>>[CH3:1][O:2][CH:3]1[CH:4]([n:11]2[cH:12][n:13][c:14]3[c:15]([OH:22])[n:17][cH:18][n:19][c:20]23)[O:5][CH:6]([CH2:9][OH:10])[CH:7]1[OH:8]. Reactants: ClC1=CC(=C(C=C1)NC(CCl)=O)C(C1=C(C=CC=C1)Cl)=O (N1-[4-chloro-2-(2-chlorobenzoyl)phenyl]-2-chloroacetamide), C([O-])([O-])=O.[K+].[K+] (potassium carbonate), COC1=C(C=CC=C1)N1CCNCC1 (1-(2-methoxyphenyl)piperazine). Solvent: CC(=O)C (acetone), C(C)(=O)OCC.CCCCCC (ethyl acetate hexane). Product: ClC1=CC(=C(C=C1)NC(CN1CCN(CC1)C1=C(C=CC=C1)OC)=O)C(C1=C(C=CC=C1)Cl)=O (N1-[4-chloro-2-(2-chlorobenzoyl)phenyl]-2-[4-(2-methoxyphenyl)piperazino]acetamide). The yield is 89.9%. Reaction SMILES: [Cl:1][C:2]1[CH:7]=[CH:6][C:5]([NH:8][C:9](=[O:12])[CH2:10]Cl)=[C:4]([C:13](=[O:21])[C:14]2[CH:19]=[CH:18][CH:17]=[CH:16][C:15]=2[Cl:20])[CH:3]=1.C(=O)([O-])[O-].[K+].[K+].[CH3:28][O:29][C:30]1[CH:35]=[CH:34][CH:33]=[CH:32][C:31]=1[N:36]1[CH2:41][CH2:40][NH:39][CH2:38][CH2:37]1>CC(C)=O.C(OCC)(=O)C.CCCCCC>[Cl:1][C:2]1[CH:7]=[CH:6][C:5]([NH:8][C:9](=[O:12])[CH2:10][N:39]2[CH2:38][CH2:37][N:36]([C:31]3[CH:32]=[CH:33][CH:34]=[CH:35][C:30]=3[O:29][CH3:28])[CH2:41][CH2:40]2)=[C:4]([C:13](=[O:21])[C:14]2[CH:19]=[CH:18][CH:17]=[CH:16][C:15]=2[Cl:20])[CH:3]=1 |f:1.2.3,6.7|. Reported procedure: To a compound of N1-[4-chloro-2-(2-chlorobenzoyl)phenyl]-2-chloroacetamide (600 mg, 1.74 mmol) in dry acetone (20 mL) was added anhydrous potassium carbonate (1.21 g, 8.78 mmol) and 1-(2-methoxyphenyl)piperazine (336 mg, 1.98 mmol). The reaction mixture was refluxed for 24 h and the reaction was monitored by TLC using ethyl acetate-hexane (6:4) as a solvent system. The potassium carbonate was then removed by suction filtration and the solvent was evaporated under vacuum to afford the crude produ... The reactants are Cl.S1C(=CC=C1)C(=N)N (2-thienylformamidine hydrochloride), ClC1=C(C=O)C=CC(=C1)F (2-chloro-4-fluorobenzaldehyde), C(CC(=O)C)(=O)OC (methyl acetoacetate), C(C)(=O)[O-].[Na+] (sodium acetate). Solvent: C(C)O (ethanol). Yields the product S1C(=CC=C1)C=1NC(=C(C(N1)C1=C(C=C(C=C1)F)Cl)C(=O)OC)C (methyl 2-(thien-2-yl)-4-(2-chloro-4-fluorophenyl)-6-methyl-1,4-dihyropyrimidin-5-carboxylate). Yield: 27.9%. Reaction SMILES: Cl.[S:2]1[CH:6]=[CH:5][CH:4]=[C:3]1[C:7]([NH2:9])=[NH:8].[Cl:10][C:11]1[CH:18]=[C:17]([F:19])[CH:16]=[CH:15][C:12]=1[CH:13]=O.[C:20]([O:26][CH3:27])(=[O:25])[CH2:21][C:22]([CH3:24])=O.C([O-])(=O)C.[Na+]>C(O)C>[S:2]1[CH:6]=[CH:5][CH:4]=[C:3]1[C:7]1[NH:9][C:22]([CH3:24])=[C:21]([C:20]([O:26][CH3:27])=[O:25])[CH:13]([C:12]2[CH:15]=[CH:16][C:17]([F:19])=[CH:18][C:11]=2[Cl:10])[N:8]=1 |f:0.1,4.5|. Procedure: 2.164 mmol of 2-thienylformamidine hydrochloride (Schaefer F. C., Peters G. A., et al, J. Org. Chem.; 1961, 26(2): 412-418), 2.164 mmol of 2-chloro-4-fluorobenzaldehyde, 2.164 mmol of methyl acetoacetate and 2.2 mmol of sodium acetate in 10 ml of anhydrous ethanol was reacted under reflux for 20 hours and concentrated. Ethyl acetate and water were added to the reaction, and the phases were separated. The ethyl acetate layer was dried over anhydrous sodium sulfate and separated by a column chroma... Reactants: FC(F)(F)c1cnc(Cl)c(Cl)c1, [Cu], Sc1ccccc1. Yields the product FC(F)(F)c1cnc(Sc2ccccc2)c(Cl)c1. RXN SMILES: [Cl:8][c:9]1[n:10][cH:11][c:12]([C:16]([F:17])([F:18])[F:19])[cH:13][c:14]1[Cl:15].[Cu:20].[SH:1][c:2]1[cH:3][cH:4][cH:5][cH:6][cH:7]1>>[S:1]([c:2]1[cH:3][cH:4][cH:5][cH:6][cH:7]1)[c:9]1[n:10][cH:11][c:12]([C:16]([F:17])([F:18])[F:19])[cH:13][c:14]1[Cl:15]. The reactants are C(C)OC(CN(C(CCN1C(=O)NC(=O)C(C)=C1)=O)CCNC(=O)OC(C)(C)C)=O (N-(N′-BOC-aminoethyl)-N-[(1-thyminyl)propanoyl]glycine ethyl ester), [OH-].[Na+] (Sodium hydroxide). The solvent is CO (methanol). Reaction conditions: time 1 hour. Product: C(=O)(OC(C)(C)C)NCCN(CC(=O)O)C(CCN1C(=O)NC(=O)C(C)=C1)=O (N-(N′-BOC-aminoethyl)-N-[(1-thyminyl)-propanoyl]glycine). Reaction SMILES: C([O:3][C:4](=[O:30])[CH2:5][N:6]([CH2:20][CH2:21][NH:22][C:23]([O:25][C:26]([CH3:29])([CH3:28])[CH3:27])=[O:24])[C:7](=[O:19])[CH2:8][CH2:9][N:10]1[CH:18]=[C:16]([CH3:17])[C:14](=[O:15])[NH:13][C:11]1=[O:12])C.[OH-].[Na+]>CO>[C:23]([NH:22][CH2:21][CH2:20][N:6]([C:7](=[O:19])[CH2:8][CH2:9][N:10]1[CH:18]=[C:16]([CH3:17])[C:14](=[O:15])[NH:13][C:11]1=[O:12])[CH2:5][C:4]([OH:30])=[O:3])([O:25][C:26]([CH3:28])([CH3:29])[CH3:27])=[O:24] |f:1.2|. Reported procedure: N-(N′-BOC-aminoethyl)-N-[(1-thyminyl)propanoyl]glycine ethyl ester (0.83 g, 0.00195 mol) was dissolved in methanol (25 mL). Sodium hydroxide (2 M, 25 mL) was added. The solution was stirred for 1 h. The methanol was removed by evaporation in vacuo, and the pH adjusted to 2 with 4 M hydrochloric acid at 0° C. The product was isolated by filtration, washed with ether (3×15 mL), and dried over sicapent, in vacuo. Yield: 0.769 g, 99%). M.p. 213° C. (decomp.). Product: COC=1C=C(C=CC1)N1C(C(NC=2C3=C(C=CC12)C=CC=C3)=O)=O (4-(3-Methoxyphenyl)-1,4-dihydrobenzo[f]quinoxaline-2,3-dione), crystal. Yield: 95.0%. RXN SMILES: [C:1](Cl)(=[O:5])[C:2](Cl)=[O:3].[CH3:7][O:8][C:9]1[CH:10]=[C:11]([NH:15][C:16]2[C:17]([NH2:26])=[C:18]3[C:23](=[CH:24][CH:25]=2)[CH:22]=[CH:21][CH:20]=[CH:19]3)[CH:12]=[CH:13][CH:14]=1.C(=O)([O-])O.[Na+]>O1CCCC1>[CH3:7][O:8][C:9]1[CH:10]=[C:11]([N:15]2[C:16]3[CH:25]=[CH:24][C:23]4[CH:22]=[CH:21][CH:20]=[CH:19][C:18]=4[C:17]=3[NH:26][C:2](=[O:3])[C:1]2=[O:5])[CH:12]=[CH:13][CH:14]=1 |f:2.3|. Reactants: C(O)([O-])=O.[Na+] (sodium hydrogen carbonate), C(C(=O)Cl)(=O)Cl (oxalyl chloride), COC=1C=C(C=CC1)NC=1C(=C2C=CC=CC2=CC1)N (N2-(3-methoxyphenyl)naphthalene-1,2-diamine). Run in O1CCCC1 (tetrahydrofuran), O1CCCC1 (tetrahydrofuran). Procedure: To an anhydrous tetrahydrofuran (10 mL) solution of oxalyl chloride (162 μL, 1.89 mmol) was dropwise added an anhydrous tetrahydrofuran (10 mL) solution of N2-(3-methoxyphenyl)naphthalene-1,2-diamine (500 mg, 1.89 mmol) under cooling in an ice-bath. The mixture was stirred under cooling in an ice-bath for 30 minutes and at room temperature for one hour. The reaction mixture was poured into a saturated aqueous sodium hydrogen carbonate solution, and extracted with ethyl acetate. The organic layer... Starting materials: C(OC(C)I)(OC1CCCCC1)=O (1-iodoethyl cyclohexyl carbonate), C(C)(=O)OCC (ethyl acetate), ice water, NC=1SC=C(N1)CC(=O)N[C@H]1[C@@H]2N(C(=C(CS2)COC(CC(=O)C)=O)C(=O)[O-])C1=O.[Na+] (sodium 7β-[2-(2-aminothiazol-4-yl]acetamido]-3-acetoacetoxymethylceph-3-em-4-carboxylate). Solvent: CN(C=O)C (N,N-dimethylformamide). Reaction conditions: temperature -5 celsius. The product is NC=1SC=C(N1)CC(=O)N[C@H]1[C@@H]2N(C(=C(CS2)COC(CC(=O)C)=O)C(=O)OC(C)OC(=O)OC2CCCCC2)C1=O (1-(Cyclohexyloxycarbonyloxy)Ethyl 7β-[2-(2-Aminothiazol-4-Yl)Acetamido]-3-Acetoacetoxymethylceph-3-Em-4-Carboxylate). The yield is 52.9%. RXN SMILES: [NH2:1][C:2]1[S:3][CH:4]=[C:5]([CH2:7][C:8]([NH:10][C@@H:11]2[C:29](=[O:30])[N:13]3[C:14]([C:26]([O-:28])=[O:27])=[C:15]([CH2:18][O:19][C:20](=[O:25])[CH2:21][C:22]([CH3:24])=[O:23])[CH2:16][S:17][C@H:12]23)=[O:9])[N:6]=1.[Na+].[C:32](=[O:44])([O:37][CH:38]1[CH2:43][CH2:42][CH2:41][CH2:40][CH2:39]1)[O:33][CH:34](I)[CH3:35].C(OCC)(=O)C>CN(C)C=O>[NH2:1][C:2]1[S:3][CH:4]=[C:5]([CH2:7][C:8]([NH:10][C@@H:11]2[C:29](=[O:30])[N:13]3[C:14]([C:26]([O:28][CH:34]([O:33][C:32]([O:37][CH:38]4[CH2:43][CH2:42][CH2:41][CH2:40][CH2:39]4)=[O:44])[CH3:35])=[O:27])=[C:15]([CH2:18][O:19][C:20](=[O:25])[CH2:21][C:22]([CH3:24])=[O:23])[CH2:16][S:17][C@H:12]23)=[O:9])[N:6]=1 |f:0.1|. Procedure: In 30 ml of N,N-dimethylformamide is dissolved 4.76 g of sodium 7β-[2-(2-aminothiazol-4-yl]acetamido]-3-acetoacetoxymethylceph-3-em-4-carboxylate and the solution is cooled to -5° C. With stirring, to the solution is added dropwise 5.0 g of 1-iodoethyl cyclohexyl carbonate, followed by stirring for further 5 minutes. The reaction mixture is poured into a mixture of 300 ml of ethyl acetate and 200 ml of ice water and the organic layer is separated. The aqueous layer is extracted with 200 ml of et... Starting materials: C(C1=CC=CC=C1)OC(CC(C(=O)O)NC(=O)OC(C)(C)C)=O (2-tert-butoxycarbonylamino-succinic acid 4-benzyl ester), C1(=CC=CC=C1)C (toluene), COC([C@H](CC(=O)OCC1=CC=CC=C1)N)=O ((S)-2-Amino-succinic acid 4-benzyl ester 1-methyl ester), C[Si](C)(C)C=[N+]=[N-] (trimethylsilyldiazomethane). Run in CO (methanol). The product is COC(C(CC(=O)OCC1=CC=CC=C1)NC(=O)OC(C)(C)C)=O (2-tert-butoxycarbonylamino-succinic acid 4-benzyl ester 1-methyl ester). Reaction SMILES: [CH3:1][O:2][C:3](=[O:17])[C@@H:4]([NH2:16])[CH2:5][C:6]([O:8][CH2:9][C:10]1[CH:15]=[CH:14][CH:13]=[CH:12][CH:11]=1)=[O:7].C(OC(=O)CC(N[C:33]([O:35][C:36]([CH3:39])([CH3:38])[CH3:37])=[O:34])C(O)=O)C1C=CC=CC=1.C1(C)C=CC=CC=1.C[Si](C=[N+]=[N-])(C)C>CO>[CH3:1][O:2][C:3](=[O:17])[CH:4]([NH:16][C:33]([O:35][C:36]([CH3:39])([CH3:38])[CH3:37])=[O:34])[CH2:5][C:6]([O:8][CH2:9][C:10]1[CH:15]=[CH:14][CH:13]=[CH:12][CH:11]=1)=[O:7]. Procedure details: (S)-2-Amino-succinic acid 4-benzyl ester 1-methyl ester. To a solution of 2-tert-butoxycarbonylamino-succinic acid 4-benzyl ester (25 g, 77.31 mmol) in 2:1 mixture of toluene and methanol (200 ml, 100 ml) at 0° C. was added trimethylsilyldiazomethane (58 ml, 116 mmol) dropwise until a yellow color persisted. After stirring for ten minutes, the reaction was concentrated in vacuo. Purification by silica gel chromatography (10–30% ethyl acetate/hexane) gave 21.2 g of 2-tert-butoxycarbonylamino-succ...